This data is from the Open Reaction Database (ORD), a public repository of structured organic reaction records. The task is: describe an organic reaction: reactants, conditions, products, and yield The reactants are Cc1cccc(C(=O)Cc2ccc(F)cc2)n1, NN1C(=O)CCC1COCc1ccccc1, C1CCOC1. Yields the product Cc1cccc(C(Cc2ccc(F)cc2)=NN2C(=O)CCC2COCc2ccccc2)n1. RXN SMILES: [F:1][c:2]1[cH:3][cH:4][c:5]([CH2:8][C:9](=[O:10])[c:11]2[n:12][c:13]([CH3:17])[cH:14][cH:15][cH:16]2)[cH:6][cH:7]1.[NH2:18][N:19]1[C:20](=[O:33])[CH2:21][CH2:22][CH:23]1[CH2:24][O:25][CH2:26][c:27]1[cH:28][cH:29][cH:30][cH:31][cH:32]1.[O:34]1[CH2:35][CH2:36][CH2:37][CH2:38]1>>[F:1][c:2]1[cH:3][cH:4][c:5]([CH2:8][C:9]([c:11]2[n:12][c:13]([CH3:17])[cH:14][cH:15][cH:16]2)=[N:18][N:19]2[C:20](=[O:33])[CH2:21][CH2:22][CH:23]2[CH2:24][O:25][CH2:26][c:27]2[cH:28][cH:29][cH:30][cH:31][cH:32]2)[cH:6][cH:7]1.